Dataset: the Open Reaction Database (ORD), a public repository of structured organic reaction records. Task: describe an organic reaction: reactants, conditions, products, and yield Starting materials: CC(C)(C)c1ccccc1, CS(=O)(=O)Nc1ccccc1CCN, CCOC(C)=O, [N-]=C=S. The product is CC(C)(C)c1ccc(CNC(=S)NCCc2ccccc2NS(C)(=O)=O)cc1. As a reaction SMILES: [C:18]([CH3:19])([CH3:20])([CH3:21])[c:22]1[cH:23][cH:24][cH:25][cH:26][cH:27]1.[CH3:1][S:2](=[O:3])(=[O:4])[NH:5][c:6]1[c:7]([CH2:8][CH2:9][NH2:10])[cH:11][cH:12][cH:13][cH:14]1.[CH3:28][CH2:29][O:30][C:31](=[O:32])[CH3:33].[N-:15]=[C:16]=[S:17]>>[CH3:1][S:2](=[O:3])(=[O:4])[NH:5][c:6]1[c:7]([CH2:8][CH2:9][NH:10][C:16]([NH:15][CH2:28][c:25]2[cH:24][cH:23][c:22]([C:18]([CH3:19])([CH3:20])[CH3:21])[cH:27][cH:26]2)=[S:17])[cH:11][cH:12][cH:13][cH:14]1. The reactants are O=[N+]([O-])[O-].[O-][N+]([O-])=O.[O-][N+]([O-])=O.[O-][N+]([O-])=O.[O-][N+]([O-])=O.[O-][N+]([O-])=O.[Ce+4].[NH4+].[NH4+] (CAN), COC1=C(C(=C(C2=C1CCC(CC2)CCOC2=CC=C(C(=O)O)C=C2)OC)OC)OC (4-[2-(1,2,3,4-tetramethoxy-6,7,8,9-tetrahydro-5H-benzo[a]cyclohepten-7-yl)ethoxy]benzoic acid), N1=C(C=CC=C1C(=O)O)C(=O)O (2,6-pyridinedicarboxylic acid), C1CCOC1 (THF). Run in O (water), O (water), O (water). Conditions: time 15 minute. The product is COC1=C(C(C2=C(CCC(CC2)CCOC2=CC=C(C(=O)O)C=C2)C1=O)=O)OC (4-[2-(2,3-Dimethoxy-1,4-dioxo-4,5,6,7,8,9-hexahydro-1H-benzo[a]cyclohepten-7-yl)ethoxy]benzoic acid). Yield: 43.0%. As a reaction SMILES: C[O:2][C:3]1[C:8]2[CH2:9][CH2:10][CH:11]([CH2:14][CH2:15][O:16][C:17]3[CH:25]=[CH:24][C:20]([C:21]([OH:23])=[O:22])=[CH:19][CH:18]=3)[CH2:12][CH2:13][C:7]=2[C:6]([O:26]C)=[C:5]([O:28][CH3:29])[C:4]=1[O:30][CH3:31].N1C(C(O)=O)=CC=CC=1C(O)=O.C1COCC1.O=[N+]([O-])[O-].[O-][N+](=O)[O-].[O-][N+](=O)[O-].[O-][N+](=O)[O-].[O-][N+](=O)[O-].[O-][N+](=O)[O-].[Ce+4].[NH4+].[NH4+]>O>[CH3:29][O:28][C:5]1[C:6](=[O:26])[C:7]2[CH2:13][CH2:12][CH:11]([CH2:14][CH2:15][O:16][C:17]3[CH:18]=[CH:19][C:20]([C:21]([OH:23])=[O:22])=[CH:24][CH:25]=3)[CH2:10][CH2:9][C:8]=2[C:3](=[O:2])[C:4]=1[O:30][CH3:31] |f:3.4.5.6.7.8.9.10.11|. Reported procedure: To a mixture of 4-[2-(1,2,3,4-tetramethoxy-6,7,8,9-tetrahydro-5H-benzo[a]cyclohepten-7-yl)ethoxy]benzoic acid (1.00 g), 2,6-pyridinedicarboxylic acid (1.16 g), THF (40 ml), and water (10 ml) was dropwise added a solution of CAN (5.09 g) in water (10 ml) with cooling with ice. After the reaction mixture was stirred for 15 min, water was added to the reaction mixture, which was extracted with combined solvent of ethyl acetate and THF. The organic layer was washed with water, and saturated aqueous ... Starting materials: O (water), C=1(O)C(O)=CC=CC1 (catechol), [Na] (sodium), BrCCCCC (1-bromopentane). Run in C(C)O (ethanol). Run at time 1 hour. Yields the product C(CCCC)OC1=C(C=CC=C1)O (2-(n-pentyloxy)-phenol). Isolated yield 87.1%. As a reaction SMILES: [C:1]1([C:3](=[CH:5][CH:6]=[CH:7][CH:8]=1)[OH:4])[OH:2].[Na].Br[CH2:11][CH2:12][CH2:13][CH2:14][CH3:15].O>C(O)C>[CH2:11]([O:2][C:1]1[CH:8]=[CH:7][CH:6]=[CH:5][C:3]=1[OH:4])[CH2:12][CH2:13][CH2:14][CH3:15] |^1:8|. Procedure details: 110 g (1 mole) of catechol was added to a solution of 23 g (1 mole) of metallic sodium in 1 liter of absolute ethanol and the mixture was stirred under nitrogen for 1 hour. Then, 166 g ((1.1 mole) of 1-bromopentane were added dropwise to the mixture over 15 minutes and the mixture was refluxed with stirring for 3 hours, was cooled and poured into 3 liters of water. The mixture was extracted with 1000 ml of ether and the ether extracts were washed with 20% sodium carbonate solution and then water...